This data is from the Open Reaction Database (ORD), a public repository of structured organic reaction records. The task is: describe an organic reaction: reactants, conditions, products, and yield Starting materials: O (water), [OH-].[K+] (potassium hydroxide), C(C)I (ethyl iodide), COC=1C=C(C=CC1OC)C1=CC(N(C(N1)=O)C)=NC1=C(C=C(C=C1C)C)C (3,4-dihydro-6-(3,4-dimethoxyphenyl)-3-methyl-4-(2,4,6-trimethylphenylimino)-2(1H)-pyrimidinone). The solvent is CN(C=O)C (N,N-dimethylformamide). Run at time 4 hour. The product is COC=1C=C(C=CC1OC)C1=CC(N(C(N1CC)=O)C)=NC1=C(C=C(C=C1C)C)C (3,4-dihydro-6-(3,4-dimethoxyphenyl)-1-ethyl-3-methyl-4-(2,4,6-trimethylphenylimino)-2(1H)-pyrimidinone). RXN SMILES: [CH3:1][O:2][C:3]1[CH:4]=[C:5]([C:11]2[NH:16][C:15](=[O:17])[N:14]([CH3:18])[C:13](=[N:19][C:20]3[C:25]([CH3:26])=[CH:24][C:23]([CH3:27])=[CH:22][C:21]=3[CH3:28])[CH:12]=2)[CH:6]=[CH:7][C:8]=1[O:9][CH3:10].[OH-].[K+].[CH2:31](I)[CH3:32].O>CN(C)C=O>[CH3:1][O:2][C:3]1[CH:4]=[C:5]([C:11]2[N:16]([CH2:31][CH3:32])[C:15](=[O:17])[N:14]([CH3:18])[C:13](=[N:19][C:20]3[C:25]([CH3:26])=[CH:24][C:23]([CH3:27])=[CH:22][C:21]=3[CH3:28])[CH:12]=2)[CH:6]=[CH:7][C:8]=1[O:9][CH3:10] |f:1.2|. Procedure details: To a suspension of 3,4-dihydro-6-(3,4-dimethoxyphenyl)-3-methyl-4-(2,4,6-trimethylphenylimino)-2(1H)-pyrimidinone (0.63 g) in N,N-dimethylformamide (15 ml) were added potassium hydroxide (0.16 g) and ethyl iodide (0.66 ml) and the mixture was stirred at ambient temperature for 4 hours. The mixture was poured into water (100 ml), and was extracted with chloroform. The extract was washed with water, dried over magnesium sulfate, and evaporated under reduced pressure. The residue was chromatographe...